From a dataset of the Open Reaction Database (ORD), a public repository of structured organic reaction records. describe an organic reaction: reactants, conditions, products, and yield Starting materials: O (Water), C1(=CC=CC=C1)P(C1=CC=CC=C1)C1=CC=CC=C1 (triphenylphosphine), BrN1C(CCC1=O)=O (N-bromosuccinimide), ClC=1C(=C(C=CC1)CCCO)F (3-(3-chloro-2-fluorophenyl)-1-propanol). The solvent is C(Cl)Cl (methylene chloride). The product is BrCCCC1=C(C(=CC=C1)Cl)F (1-(3-bromopropyl)-3-chloro-2-fluorobenzene). Yield: 87.1%. As a reaction SMILES: [Cl:1][C:2]1[C:3]([F:12])=[C:4]([CH2:8][CH2:9][CH2:10]O)[CH:5]=[CH:6][CH:7]=1.C1(P(C2C=CC=CC=2)C2C=CC=CC=2)C=CC=CC=1.[Br:32]N1C(=O)CCC1=O.O>C(Cl)Cl>[Br:32][CH2:10][CH2:9][CH2:8][C:4]1[CH:5]=[CH:6][CH:7]=[C:2]([Cl:1])[C:3]=1[F:12]. Reported procedure: Compound 63-2 (2.48 g) was dissolved in methylene chloride (45 ml), triphenylphosphine (3.80 g) and N-bromosuccinimide (2.57 g) were added under ice-cooling, and the mixture was stirred under ice-cooling for 2 hr. Water was added to the reaction mixture, and the mixture was extracted with methylene chloride and washed with saturated brine, and dried over anhydrous sodium sulfate. The solvent was evaporated under reduced pressure. Diethyl ether was added, and the precipitated triphenylphosphine o...